Dataset: the Open Reaction Database (ORD), a public repository of structured organic reaction records. Task: describe an organic reaction: reactants, conditions, products, and yield Starting materials: [BH4-], CCOC(C)=O, CO, CCCC=O, N#Cc1ccc(CCN)cc1, [Na+]. Product: CCCCNCCc1ccc(C#N)cc1. As a reaction SMILES: [BH4-:17].[CH3:19][CH2:20][O:21][C:22](=[O:23])[CH3:24].[CH3:25][OH:26].[CH:12]([CH2:13][CH2:14][CH3:15])=[O:16].[NH2:1][CH2:2][CH2:3][c:4]1[cH:5][cH:6][c:7]([C:8]#[N:9])[cH:10][cH:11]1.[Na+:18]>>[NH:1]([CH2:2][CH2:3][c:4]1[cH:5][cH:6][c:7]([C:8]#[N:9])[cH:10][cH:11]1)[CH2:12][CH2:13][CH2:14][CH3:15]. Procedure details: A mixture of ethyl 3-(2-fluorophenyl)propionate (25.54 g, 0.130 mol) and a 50% aqueous solution of sodium hydroxide (30 mL) in water (130 mL) was refluxed for 2 h. After cooling the mixture was washed with diethyl ether (2×100 mL). The aqueous phase was chilled in an ice bath, and the pH was adjusted to 3 with hydrochloric acid . The white precipitate which formed was collected by filtration, washed repeatedly with water, and dried in a vacuum at 60° C. for 18 h to give 18.66 g (85%) of 3-(2-flu... Reactants: aqueous solution, [OH-].[Na+] (sodium hydroxide), FC1=C(C=CC=C1)CCC(=O)OCC (ethyl 3-(2-fluorophenyl)propionate). Yields the product FC1=C(C=CC=C1)CCC(=O)O (3-(2-fluorophenyl)propionic acid). Yield: 85.4%. Run in O (water). RXN SMILES: [F:1][C:2]1[CH:7]=[CH:6][CH:5]=[CH:4][C:3]=1[CH2:8][CH2:9][C:10]([O:12]CC)=[O:11].[OH-].[Na+]>O>[F:1][C:2]1[CH:7]=[CH:6][CH:5]=[CH:4][C:3]=1[CH2:8][CH2:9][C:10]([OH:12])=[O:11] |f:1.2|. Starting materials: CC(CCC)(C)N=C=NC=1C=NC=CC1 (N-(1,1-dimethylbutyl)-N'-3-pyridylcarbodiimide), C(C)(C)(C)N=C=NC=1C=NC=CC1 (N-tert-butyl-N'-3-pyridylcarbodiimide). The product is C(#N)N=C(NC(CCC)(C)C)NC=1C=NC=CC1 (N"-cyano-N-(1,1-dimethylbutyl)-N'-3-pyridylguanidine). As a reaction SMILES: [CH3:1][C:2]([N:7]=[C:8]=[N:9][C:10]1[CH:11]=[N:12][CH:13]=[CH:14][CH:15]=1)([CH3:6])[CH2:3][CH2:4][CH3:5].C([N:20]=[C:21]=[N:22]C1C=NC=CC=1)(C)(C)C>>[C:21]([N:22]=[C:8]([NH:9][C:10]1[CH:11]=[N:12][CH:13]=[CH:14][CH:15]=1)[NH:7][C:2]([CH3:1])([CH3:6])[CH2:3][CH2:4][CH3:5])#[N:20]. Procedure: By following the procedure of Example 1, but substituting N-(1,1-dimethylbutyl)-N'-3-pyridylcarbodiimide for the N-tert-butyl-N'-3-pyridylcarbodiimide, the N"-cyano-N-(1,1-dimethylbutyl)-N'-3-pyridylguanidine was obtained with a melting point of 188.0°-188.5° C.